From a dataset of the Open Reaction Database (ORD), a public repository of structured organic reaction records. describe an organic reaction: reactants, conditions, products, and yield Reagents/catalysts: [Pd] (palladium on activated charcoal). RXN SMILES: [CH2:1]([N:3]([CH2:27][CH3:28])[C:4]([CH:6]1[CH2:12][N:11](CC2C=CC=CC=2)[CH2:10][CH2:9][N:8](CC2C=CC=CC=2)[CH2:7]1)=[O:5])[CH3:2]>C(O)C.[Pd]>[CH2:27]([N:3]([CH2:1][CH3:2])[C:4]([CH:6]1[CH2:12][NH:11][CH2:10][CH2:9][NH:8][CH2:7]1)=[O:5])[CH3:28]. Yields the product C(C)N(C(=O)C1CNCCNC1)CC ([1,4]-diazepan-6-carboxylic acid diethylamide). Run at time 2 hour. Solvent: C(C)O (ethanol). Reported procedure: 2.2 g (5.8 mmol) of 1,4-dibenzyl-[1,4]-diazepan-6-carboxylic acid diethylamide are dissolved in 50 ml of ethanol and hydrogenated over 2 h at room temperature and normal pressure in the presence of 0.5 g of 10% palladium on activated charcoal. Filtration over kieselguhr gives an almost colorless filtrate from which [1,4]-diazepan-6-carboxylic acid diethylamide is obtained in the form of a light yellow oil by concentration under vacuum. Starting materials: C(C)N(C(=O)C1CN(CCN(C1)CC1=CC=CC=C1)CC1=CC=CC=C1)CC (1,4-dibenzyl-[1,4]-diazepan-6-carboxylic acid diethylamide). Reactants: Cl.N[C@H]1CC[C@H](CC1)O (cis-4-aminocyclohexanol hydrochloride), C([O-])([O-])=O.[K+].[K+] (potassium carbonate), C1(=CC=CC=C1)C(=O)NC1CN(CC(C1)C1=CC=C(C=C1)C(F)(F)F)C(=O)OC1=CC=C(C=C1)[N+](=O)[O-] (4-nitrophenyl 3-[(phenylcarbonyl)amino]-5-[4-(trifluoromethyl)phenyl]piperidine-1-carboxylate). Solvent: CN(C)C=O (DMF). Yields the product OC1CCC(CC1)NC(=O)N1CC(CC(C1)C1=CC=C(C=C1)C(F)(F)F)NC(=O)C1=CC=CC=C1 (N-(4-Hydroxycyclohexyl)-3-[(phenylcarbonyl)amino]-5-[4-(trifluoromethyl)phenyl]piperidine-1-carboxamide). RXN SMILES: [C:1]1([C:7]([NH:9][CH:10]2[CH2:15][CH:14]([C:16]3[CH:21]=[CH:20][C:19]([C:22]([F:25])([F:24])[F:23])=[CH:18][CH:17]=3)[CH2:13][N:12]([C:26](OC3C=CC([N+]([O-])=O)=CC=3)=[O:27])[CH2:11]2)=[O:8])[CH:6]=[CH:5][CH:4]=[CH:3][CH:2]=1.Cl.[NH2:39][C@@H:40]1[CH2:45][CH2:44][C@H:43]([OH:46])[CH2:42][CH2:41]1.C(=O)([O-])[O-].[K+].[K+]>CN(C=O)C>[OH:46][CH:43]1[CH2:44][CH2:45][CH:40]([NH:39][C:26]([N:12]2[CH2:13][CH:14]([C:16]3[CH:21]=[CH:20][C:19]([C:22]([F:25])([F:23])[F:24])=[CH:18][CH:17]=3)[CH2:15][CH:10]([NH:9][C:7]([C:1]3[CH:2]=[CH:3][CH:4]=[CH:5][CH:6]=3)=[O:8])[CH2:11]2)=[O:27])[CH2:41][CH2:42]1 |f:1.2,3.4.5|. Procedure: 80 mg (0.16 mmol) of 4-nitrophenyl 3-[(phenylcarbonyl)amino]-5-[4-(trifluoromethyl)phenyl]piperidine-1-carboxylate were initially charged in 1.7 ml of DMF, and 71 mg (0.47 mmol) of cis-4-aminocyclohexanol hydrochloride and 129 mg (0.94 mmol) of potassium carbonate were added. The mixture was reacted in a microwave (Emrys Optimizer) at 150° C. for 15 min. The crude product was then purified by preparative HPLC (Reprosil C18, water/acetonitrile gradient). Yield: 3 mg (4% of theory) Starting materials: O=C([O-])[O-], CC#N, BrC1CCCC1, Cl, COC(=O)Nc1cc(O)c(Cl)cc1F, [K+], [K+]. The product is COC(=O)Nc1cc(OC2CCCC2)c(Cl)cc1F. As a reaction SMILES: [C:21](=[O:22])([O-:23])[O-:24].[CH3:28][C:29]#[N:30].[CH:1]1([Br:6])[CH2:2][CH2:3][CH2:4][CH2:5]1.[ClH:27].[F:7][c:8]1[c:9]([NH:16][C:17]([O:18][CH3:19])=[O:20])[cH:10][c:11]([OH:15])[c:12]([Cl:14])[cH:13]1.[K+:25].[K+:26]>>[CH:1]1([O:15][c:11]2[cH:10][c:9]([NH:16][C:17]([O:18][CH3:19])=[O:20])[c:8]([F:7])[cH:13][c:12]2[Cl:14])[CH2:2][CH2:3][CH2:4][CH2:5]1.